The task is: describe an organic reaction: reactants, conditions, products, and yield. This data is from the Open Reaction Database (ORD), a public repository of structured organic reaction records. Yields the product Cc1ccccc1CNC(=O)NCC1CN(Cc2ccc(Cl)c(Cl)c2)CCO1. RXN SMILES: [Cl:1][c:2]1[cH:3][c:4]([CH2:5][N:6]2[CH2:7][CH:8]([CH2:12][NH2:13])[O:9][CH2:10][CH2:11]2)[cH:14][cH:15][c:16]1[Cl:17].[N:18](=[C:19]=[O:20])[CH2:21][c:22]1[c:23]([CH3:28])[cH:24][cH:25][cH:26][cH:27]1>>[Cl:1][c:2]1[cH:3][c:4]([CH2:5][N:6]2[CH2:7][CH:8]([CH2:12][NH:13][C:19]([NH:18][CH2:21][c:22]3[c:23]([CH3:28])[cH:24][cH:25][cH:26][cH:27]3)=[O:20])[O:9][CH2:10][CH2:11]2)[cH:14][cH:15][c:16]1[Cl:17]. Starting materials: NCC1CN(Cc2ccc(Cl)c(Cl)c2)CCO1, Cc1ccccc1CN=C=O.